This data is from the Open Reaction Database (ORD), a public repository of structured organic reaction records. The task is: describe an organic reaction: reactants, conditions, products, and yield Reactants: O=C1N(C(C2=CC=CC=C12)=O)[C@H](C(=O)N1[C@@H](CC2=CC=CC=C12)C(=O)O)C ((S)-2,3-Dihydro-1-[(S)-2-(1,3-dihydro-1,3-dioxo-2H-isoindol-2-yl)-1-oxopropyl]-1H-indole-2-carboxylic acid), C1(CCCCC1)NC1CCCCC1 (dicyclohexylamine), S([O-])(O)(=O)=O.[K+] (potassium bisulfate), NN (Hydrazine), ice-salt. Run in CO (methanol), CO (methanol). Run at time 24 hour. Product: N[C@H](C(=O)N1[C@@H](CC2=CC=CC=C12)C(=O)O)C ((S)-1-[(S)-2-Amino-1-Oxopropyl]-2,3-Dihydro-1H-Indole-2-Carboxylic Acid). As a reaction SMILES: O=C1C2C(=CC=CC=2)C(=O)[N:3]1[C@@H:12]([CH3:27])[C:13]([N:15]1[C:23]2[C:18](=[CH:19][CH:20]=[CH:21][CH:22]=2)[CH2:17][C@H:16]1[C:24]([OH:26])=[O:25])=[O:14].C1(NC2CCCCC2)CCCCC1.S(=O)(=O)(O)[O-].[K+].NN>CO>[NH2:3][C@@H:12]([CH3:27])[C:13]([N:15]1[C:23]2[C:18](=[CH:19][CH:20]=[CH:21][CH:22]=2)[CH2:17][C@H:16]1[C:24]([OH:26])=[O:25])=[O:14] |f:2.3|. Procedure: (S)-2,3-Dihydro-1-[(S)-2-(1,3-dihydro-1,3-dioxo-2H-isoindol-2-yl)-1-oxopropyl]-1H-indole-2-carboxylic acid, dicyclohexylamine (20.4 g.) was treated with 5% aqueous potassium bisulfate solution (300 ml.), and the free acid that formed was extracted three times with methylene chloride (combined extracts 450 ml.). The combined extracts were washed with saline twice, then dried over anhydrous sodium sulfate. Evaporation of the methylene chloride on a rotary evaporator under reduced pressure, then in... Starting materials: O=C(Cl)c1ccccc1, CCO, ClCCl, Cc1c(C(=O)OCc2ccccc2)sc(N)c1C(=O)OC(C)(C)C, O, c1ccncc1. The product is Cc1c(C(=O)OCc2ccccc2)sc(NC(=O)c2ccccc2)c1C(=O)OC(C)(C)C. As a reaction SMILES: [C:31]([c:32]1[cH:33][cH:34][cH:35][cH:36][cH:37]1)(=[O:38])[Cl:39].[CH3:40][CH2:41][OH:42].[Cl:43][CH2:44][Cl:45].[NH2:1][c:2]1[s:3][c:4]([C:15](=[O:16])[O:17][CH2:18][c:19]2[cH:20][cH:21][cH:22][cH:23][cH:24]2)[c:5]([CH3:14])[c:6]1[C:7](=[O:8])[O:9][C:10]([CH3:11])([CH3:12])[CH3:13].[OH2:46].[cH:25]1[cH:26][cH:27][n:28][cH:29][cH:30]1>>[NH:1]([c:2]1[s:3][c:4]([C:15](=[O:16])[O:17][CH2:18][c:19]2[cH:20][cH:21][cH:22][cH:23][cH:24]2)[c:5]([CH3:14])[c:6]1[C:7](=[O:8])[O:9][C:10]([CH3:11])([CH3:12])[CH3:13])[C:31]([c:32]1[cH:33][cH:34][cH:35][cH:36][cH:37]1)=[O:38]. The reactants are C(C1=CC=CC=C1)OC[C@H]1NS(CC1)(=O)=O ((S)-3-benzyloxymethylisothiazolidine 1,1-dioxide), BrC1=CC=C(C=N1)C(=O)N1CCN(CC1)C1=C(C=C(C=C1)C)C ((6-bromopyridin-3-yl) [4-(2,4-dimethylphenyl)piperazin-1-yl]methanone). The product is C(C1=CC=CC=C1)OC[C@H]1N(S(CC1)(=O)=O)C1=CC=C(C=N1)C(=O)N1CCN(CC1)C1=C(C=C(C=C1)C)C ((S)-[6-(3-benzyloxymethyl-1,1-dioxo-1λ6-isothiazolidin-2-yl)pyridin-3-yl][4-(2,4-dimethylphenyl)piperazin-1-yl]methanone). The yield is 61.4%. RXN SMILES: [CH2:1]([O:8][CH2:9][C@@H:10]1[CH2:14][CH2:13][S:12](=[O:16])(=[O:15])[NH:11]1)[C:2]1[CH:7]=[CH:6][CH:5]=[CH:4][CH:3]=1.Br[C:18]1[N:23]=[CH:22][C:21]([C:24]([N:26]2[CH2:31][CH2:30][N:29]([C:32]3[CH:37]=[CH:36][C:35]([CH3:38])=[CH:34][C:33]=3[CH3:39])[CH2:28][CH2:27]2)=[O:25])=[CH:20][CH:19]=1>>[CH2:1]([O:8][CH2:9][C@@H:10]1[CH2:14][CH2:13][S:12](=[O:16])(=[O:15])[N:11]1[C:18]1[N:23]=[CH:22][C:21]([C:24]([N:26]2[CH2:27][CH2:28][N:29]([C:32]3[CH:37]=[CH:36][C:35]([CH3:38])=[CH:34][C:33]=3[CH3:39])[CH2:30][CH2:31]2)=[O:25])=[CH:20][CH:19]=1)[C:2]1[CH:3]=[CH:4][CH:5]=[CH:6][CH:7]=1. Reported procedure: Using (S)-3-benzyloxymethylisothiazolidine 1,1-dioxide (536 mg) described in Preparation Example 1 and (6-bromopyridin-3-yl) [4-(2,4-dimethylphenyl)piperazin-1-yl]methanone (831 mg) described in Preparation Example 115 and by the reaction and treatment in the same manner as in Example 4, the title compound (729 mg) was obtained. Product: FC(C1=CC=C(C=C1)C=1C=C(SC1)C=O)(F)F (4-[4-(trifluoromethyl)phenyl]thiophene-2-carbaldehyde). Run at temperature 90 celsius, time 18 hour. Procedure: To a solution of 3-bromothiophene-2-carboxaldehyde (2.0 g) and 3-trifluoromethylbenzene boronic acid (2.19 g) in ethylene glycol dimethyl ether (100 ml) was added sodium carbonate (2.9 g), tetrakis(triphenylphosphine) palladium (0) (0.12 g) and water (50 ml). The mixture was heated to 90° C. under nitrogen. After 18 hours the reaction was allowed to cool and was concentrated. The residue was partitioned between water and ethyl acetate; the organic solution was taken and was washed with brine and... The reagents and catalysts are [Pd].C1(=CC=CC=C1)P(C1=CC=CC=C1)C1=CC=CC=C1.C1(=CC=CC=C1)P(C1=CC=CC=C1)C1=CC=CC=C1.C1(=CC=CC=C1)P(C1=CC=CC=C1)C1=CC=CC=C1.C1(=CC=CC=C1)P(C1=CC=CC=C1)C1=CC=CC=C1 (tetrakis(triphenylphosphine) palladium (0)). RXN SMILES: Br[C:2]1[CH:6]=[CH:5][S:4][C:3]=1[CH:7]=[O:8].[F:9][C:10]([F:21])([F:20])[C:11]1[CH:12]=[C:13](B(O)O)[CH:14]=[CH:15][CH:16]=1.C(=O)([O-])[O-].[Na+].[Na+].O>COCCOC.[Pd].C1(P(C2C=CC=CC=2)C2C=CC=CC=2)C=CC=CC=1.C1(P(C2C=CC=CC=2)C2C=CC=CC=2)C=CC=CC=1.C1(P(C2C=CC=CC=2)C2C=CC=CC=2)C=CC=CC=1.C1(P(C2C=CC=CC=2)C2C=CC=CC=2)C=CC=CC=1>[F:9][C:10]([F:21])([F:20])[C:11]1[CH:12]=[CH:13][C:14]([C:6]2[CH:2]=[C:3]([CH:7]=[O:8])[S:4][CH:5]=2)=[CH:15][CH:16]=1 |f:2.3.4,7.8.9.10.11|. Run in COCCOC (ethylene glycol dimethyl ether). Starting materials: BrC1=C(SC=C1)C=O (3-bromothiophene-2-carboxaldehyde), FC(C=1C=C(C=CC1)B(O)O)(F)F (3-trifluoromethylbenzene boronic acid), C([O-])([O-])=O.[Na+].[Na+] (sodium carbonate), O (water). Yields the product OC(C)C1CCN(CC1)C(=O)OC(C)(C)C (tert-butyl 4-(1-hydroxyethyl)piperidine-1-carboxylate). As a reaction SMILES: [C:1]([CH:4]1[CH2:9][CH2:8][N:7]([C:10]([O:12][C:13]([CH3:16])([CH3:15])[CH3:14])=[O:11])[CH2:6][CH2:5]1)(=[O:3])[CH3:2].[BH4-].[Na+]>CO>[OH:3][CH:1]([CH:4]1[CH2:5][CH2:6][N:7]([C:10]([O:12][C:13]([CH3:14])([CH3:16])[CH3:15])=[O:11])[CH2:8][CH2:9]1)[CH3:2] |f:1.2|. Reported procedure: tert-Butyl 4-acetylpiperidine-1-carboxylate from the previous step was dissolved in 50 ml methanol. NaBH4 (2.01 g, 53 mmol) was added in batches at 0° C. The resulting reaction mixture was stirred at 0° C. for 30 minutes. The volatiles were removed under vacuum. The residue was partitioned between 150 ml 10% KOH solution and 200 ml ether. The organic layers were washed with 100 ml brine, dried over sodium sulfate and concentrated to give 22.5 g colorless oil, which was azotropically dried by add... Run at temperature 0 celsius, time 30 minute. Reactants: C(C)(=O)C1CCN(CC1)C(=O)OC(C)(C)C (tert-Butyl 4-acetylpiperidine-1-carboxylate), [BH4-].[Na+] (NaBH4). Run in CO (methanol).